This data is from the Open Reaction Database (ORD), a public repository of structured organic reaction records. The task is: describe an organic reaction: reactants, conditions, products, and yield The reactants are COCCOC, OCCCCl, [Na+], [OH-], O, CC(=O)Nc1ccc(S)cc1. Product: CC(=O)Nc1ccc(SCCCO)cc1. Reaction SMILES: [CH3:20][O:21][CH2:22][CH2:23][O:24][CH3:25].[Cl:15][CH2:16][CH2:17][CH2:18][OH:19].[Na+:13].[OH-:12].[OH2:14].[SH:1][c:2]1[cH:3][cH:4][c:5]([NH:6][C:7]([CH3:8])=[O:9])[cH:10][cH:11]1>>[S:1]([c:2]1[cH:3][cH:4][c:5]([NH:6][C:7]([CH3:8])=[O:9])[cH:10][cH:11]1)[CH2:16][CH2:17][CH2:18][OH:19]. The reactants are O=C([O-])[O-], Nc1ccccc1NC1CCCCC1, CI, [K+], [K+], CN(C)C=O, O. Yields the product CNc1ccccc1NC1CCCCC1. As a reaction SMILES: [C:1](=[O:2])([O-:3])[O-:4].[CH:9]1([NH:15][c:16]2[c:17]([NH2:22])[cH:18][cH:19][cH:20][cH:21]2)[CH2:10][CH2:11][CH2:12][CH2:13][CH2:14]1.[I:7][CH3:8].[K+:5].[K+:6].[O:24]=[CH:25][N:26]([CH3:27])[CH3:28].[OH2:23]>>[CH3:8][NH:22][c:17]1[c:16]([NH:15][CH:9]2[CH2:10][CH2:11][CH2:12][CH2:13][CH2:14]2)[cH:21][cH:20][cH:19][cH:18]1. Starting materials: Cl.Cl.NC1CCCC=2C=C(C=NC12)C (8-amino-3-methyl-5,6,7,8-tetrahydroquinoline dihydrochloride), CN=C=S (methylisothiocyanate). The solvent is C(C)#N (acetonitrile). The product is CNC(=S)NC1CCCC=2C=C(C=NC12)C (8-Methylthiocarbamoylamino-3-methyl-5,6,7,8-tetrahydroquinoline). The yield is 99.9%. As a reaction SMILES: Cl.Cl.[NH2:3][CH:4]1[C:13]2[N:12]=[CH:11][C:10]([CH3:14])=[CH:9][C:8]=2[CH2:7][CH2:6][CH2:5]1.[CH3:15][N:16]=[C:17]=[S:18]>C(#N)C>[CH3:15][NH:16][C:17]([NH:3][CH:4]1[C:13]2[N:12]=[CH:11][C:10]([CH3:14])=[CH:9][C:8]=2[CH2:7][CH2:6][CH2:5]1)=[S:18] |f:0.1.2|. Procedure: The 8-amino product of Example 3 (free base) (3 g) was dissolved in acetonitrile (30 ml.) and the solution treated with methylisothiocyanate (1.35 g.) and heated at reflux for 2 hours. The solvent was removed in vacuo and the residual solid recrystallised from absolute ethanol to give the title compound as colourless needles (3 g.) m.p. 113° C. Reactants: FC=1C=C(C=CC1N1C[C@@H]2CN(C[C@@H]2C1)CCO)N1C(O[C@H](C1)CNC(C)=O)=O ((S)-N-[[3-[3-fluoro-4-[cis-3-(2-hydroxyethyl)-3,7-diazabicyclo[3.3.0]octan-7-yl]phenyl]-2-oxo-5-oxazolidinyl]methyl]acetamide), FC=1C=C(C=CC1N1C[C@@H]2CN(C[C@@H]2C1)C(=O)OC)N1C(O[C@H](C1)CNC(C)=O)=O ((S)-N-[[3-[3-fluoro4-[cis-3-(carbomethoxy)-3,7-diazabicyclo[3.3.0]octan-7-yl]phenyl]-2-oxo-5-oxazolidinyl]methyl]acetamide), FC=1C=C(C=CC1N1C[C@@H]2CN(C[C@@H]2C1)CCOC)N1C(O[C@H](C1)CNC(C)=O)=O ((S)-N-[[3-[3-fluoro-4-[cis-3-(2-methoxyethyl)-3,7-diazabicyclo[3.3.0]octan-7-yl]phenyl]-2-oxo-5-oxazolidinyl]methyl]acetamide), FC=1C=C(C=CC1N1C[C@@H]2CN(C[C@@H]2C1)CC#N)N1C(O[C@H](C1)CNC(C)=O)=O ((S)-N-[[3-[3-fluoro4-[cis-3-(cyanomethyl)-3,7-diazabicyclo[3.3.0]octan-7-yl]phenyl]-2-oxo-5-oxazolidinyl]methyl]acetamide). The product is FC=1C=C(C=CC1N1C[C@@H]2CN(C[C@@H]2C1)CCF)N1C(O[C@H](C1)CNC(C)=O)=O ((S)-N-[[3-[3-fluoro4-[cis-3-(2-fluoroethyl)-3,7-diazabicyclo[3.3.0]octan-7-yl]phenyl]-2-oxo-5-oxazolidinyl]methyl]acetamide). As a reaction SMILES: [F:1]C1C=C(N2C[C@H](CNC(=O)C)OC2=O)C=CC=1N1C[C@@H]2[C@@H](CN(CCO)C2)C1.[F:30][C:31]1[CH:32]=[C:33]([N:49]2[CH2:53][C@H:52]([CH2:54][NH:55][C:56](=[O:58])[CH3:57])[O:51][C:50]2=[O:59])[CH:34]=[CH:35][C:36]=1[N:37]1[CH2:44][C@@H:43]2[C@@H:39]([CH2:40][N:41]([CH2:45][CH2:46]OC)[CH2:42]2)[CH2:38]1.FC1C=C(N2C[C@H](CNC(=O)C)OC2=O)C=CC=1N1C[C@@H]2[C@@H](CN(CC#N)C2)C1.FC1C=C(N2C[C@H](CNC(=O)C)OC2=O)C=CC=1N1C[C@@H]2[C@@H](CN(C(OC)=O)C2)C1>>[F:30][C:31]1[CH:32]=[C:33]([N:49]2[CH2:53][C@H:52]([CH2:54][NH:55][C:56](=[O:58])[CH3:57])[O:51][C:50]2=[O:59])[CH:34]=[CH:35][C:36]=1[N:37]1[CH2:44][C@@H:43]2[C@@H:39]([CH2:40][N:41]([CH2:45][CH2:46][F:1])[CH2:42]2)[CH2:38]1. Procedure: (S)-N-[[3-[3-fluoro-4-[cis-3-(2-hydroxyethyl)-3,7-diazabicyclo[3.3.0]octan-7-yl]phenyl]-2-oxo-5-oxazolidinyl]methyl]acetamide; (S)-N-[[3-[3-fluoro-4-[cis-3-(2-methoxyethyl)-3,7-diazabicyclo[3.3.0]octan-7-yl]phenyl]-2-oxo-5-oxazolidinyl]methyl]acetamide; (S)-N-[[3-[3-fluoro4-[cis-3-(cyanomethyl)-3,7-diazabicyclo[3.3.0]octan-7-yl]phenyl]-2-oxo-5-oxazolidinyl]methyl]acetamide; (S)-N-[[3-[3-fluoro4-[cis-3-(carbomethoxy)-3,7-diazabicyclo[3.3.0]octan-7-yl]phenyl]-2-oxo-5-oxazolidinyl]methyl]acetamide; As a reaction SMILES: Br[CH2:2][C:3]1[CH:8]=[C:7]([F:9])[CH:6]=[C:5]([F:10])[CH:4]=1.[CH:11]12[O:16][CH:15]1[CH2:14][CH2:13][CH2:12]2>>[F:10][C:5]1[CH:4]=[C:3]([CH:8]=[C:7]([F:9])[CH:6]=1)[CH2:2][C@@H:14]1[CH2:13][CH2:12][CH2:11][C@H:15]1[OH:16]. Procedure: Reaction of the Grignard reagent prepared from 1-(bromomethyl)-3,5-difluorobenzene with 6-oxabicyclo[3.1.0]hexane gave trans-2-(3,5-difluorobenzyl)cyclopentanol. Conversion to the mesylate, followed by displacement with sodium azide and reduction with triphenylphosphine afforded cis-2-(3,5-difluorobenzyl)cyclopentanamine. Reactants: Grignard reagent, BrCC1=CC(=CC(=C1)F)F (1-(bromomethyl)-3,5-difluorobenzene), C12CCCC2O1 (6-oxabicyclo[3.1.0]hexane). The product is FC=1C=C(C[C@H]2[C@@H](CCC2)O)C=C(C1)F (trans-2-(3,5-difluorobenzyl)cyclopentanol). Reactants: CCCCCCNc1ccc2nc(S)sc2c1, COc1cc(N=C=O)cc(OC)c1, CO, ClC(Cl)Cl, ClC(Cl)Cl, ClCCl. Product: CCCCCCN(C(=O)Nc1cc(OC)cc(OC)c1)c1ccc2nc(S)sc2c1. RXN SMILES: [CH2:1]([CH2:2][CH2:3][CH2:4][CH2:5][CH3:6])[NH:7][c:8]1[cH:9][c:10]2[c:11]([n:12][c:13]([SH:15])[s:14]2)[cH:16][cH:17]1.[CH3:21][O:22][c:23]1[cH:24][c:25]([N:31]=[C:32]=[O:33])[cH:26][c:27]([O:29][CH3:30])[cH:28]1.[CH3:38][OH:39].[CH:34]([Cl:35])([Cl:36])[Cl:37].[CH:40]([Cl:41])([Cl:42])[Cl:43].[Cl:18][CH2:19][Cl:20]>>[CH2:1]([CH2:2][CH2:3][CH2:4][CH2:5][CH3:6])[N:7]([c:8]1[cH:9][c:10]2[c:11]([n:12][c:13]([SH:15])[s:14]2)[cH:16][cH:17]1)[C:32]([NH:31][c:25]1[cH:24][c:23]([O:22][CH3:21])[cH:28][c:27]([O:29][CH3:30])[cH:26]1)=[O:33]. Starting materials: O=C1CN(c2ccc(-n3cc(-c4ccc(Cl)cc4Cl)nc3Cc3ccc(Br)cc3)cc2)S(=O)(=O)N1, CCOC(=O)CCc1ccc(B(O)O)cc1. The product is CCOC(=O)CCc1ccc(-c2ccc(Cc3nc(-c4ccc(Cl)cc4Cl)cn3-c3ccc(N4CC(=O)NS4(=O)=O)cc3)cc2)cc1. RXN SMILES: [Br:1][c:2]1[cH:3][cH:4][c:5]([CH2:6][c:7]2[n:8](-[c:20]3[cH:21][cH:22][c:23]([N:26]4[CH2:27][C:28](=[O:33])[NH:29][S:30]4(=[O:31])=[O:32])[cH:24][cH:25]3)[cH:9][c:10](-[c:12]3[c:13]([Cl:19])[cH:14][c:15]([Cl:18])[cH:16][cH:17]3)[n:11]2)[cH:34][cH:35]1.[CH2:36]([CH3:37])[O:38][C:39](=[O:40])[CH2:41][CH2:42][c:43]1[cH:44][cH:45][c:46]([B:49]([OH:50])[OH:51])[cH:47][cH:48]1>>[c:2]1(-[c:46]2[cH:45][cH:44][c:43]([CH2:42][CH2:41][C:39]([O:38][CH2:36][CH3:37])=[O:40])[cH:48][cH:47]2)[cH:3][cH:4][c:5]([CH2:6][c:7]2[n:8](-[c:20]3[cH:21][cH:22][c:23]([N:26]4[CH2:27][C:28](=[O:33])[NH:29][S:30]4(=[O:31])=[O:32])[cH:24][cH:25]3)[cH:9][c:10](-[c:12]3[c:13]([Cl:19])[cH:14][c:15]([Cl:18])[cH:16][cH:17]3)[n:11]2)[cH:34][cH:35]1. Reactants: C(C)(=O)OC(C#CC1=CC=C(S1)C=1SC=CC1)COC1OCCCC1 (5-(3-Acetoxy-4-tetrahydropyranyloxy-1-butynyl)-2,2'-bithiophene), OS(=O)(=O)O (H2SO4). Run in CO (methanol). Reaction conditions: time 2 hour. Yields the product C(C)(=O)OC(C#CC1=CC=C(S1)C=1SC=CC1)CO (5-(3-acetoxy-4-hydroxy-1-butynyl)-2,2'-bithiophene). The yield is 84.2%. As a reaction SMILES: [C:1]([O:4][CH:5]([CH2:18][O:19]C1CCCCO1)[C:6]#[C:7][C:8]1[S:12][C:11]([C:13]2[S:14][CH:15]=[CH:16][CH:17]=2)=[CH:10][CH:9]=1)(=[O:3])[CH3:2].OS(O)(=O)=O>CO>[C:1]([O:4][CH:5]([CH2:18][OH:19])[C:6]#[C:7][C:8]1[S:12][C:11]([C:13]2[S:14][CH:15]=[CH:16][CH:17]=2)=[CH:10][CH:9]=1)(=[O:3])[CH3:2]. Procedure details: 5-(3-Acetoxy-4-tetrahydropyranyloxy-1-butynyl)-2,2'-bithiophene (2.8 g) was dissolved in methanol (40 ml). H2SO4 solution (3 ml, 2N) was added slowly in ice bath and stirred at room temperature for 2 hours. The reaction solution was extracted with ethyl acetate. The extract was thus washed with 10 ml of NaHCO3 three time, 50 ml of water twice and dried over anhydrous magnesium sulfate. After removal of solvent residual solid was purified by silica gel column chromatography, eluted with ethyl ace...